Task: describe an organic reaction: reactants, conditions, products, and yield. Dataset: the Open Reaction Database (ORD), a public repository of structured organic reaction records The reactants are CC=1NC2=CC=CC=C2C1C(C(=O)O)CC(=O)C1=C(NC2=CC=CC=C12)C (2,4-bis(2-methyl-3-indolyl)-4-oxobutanoic acid), ClC1=CC=C(CN2C(=C(C3=CC(=CC=C23)[N+](=O)[O-])C=2C(OC(C2)(C2=C(N(C3=CC=C(C=C23)[N+](=O)[O-])CC2=CC=C(C=C2)Cl)C)C2=C(N(C3=CC=C(C=C23)[N+](=O)[O-])CC2=CC=C(C=C2)Cl)C)=O)C)C=C1 (3,5,5-tris[1-(4-chlorobenzyl)-2-methyl-5-nitro-3-indolyl]-2(5H)-furanone), C1(=CC=CC=C1)C=1NC2=CC=CC=C2C1 (2-phenylindole). The product is CC=1NC2=CC=CC=C2C1C=1C(OC(C1)(C1=C(NC2=CC=CC=C12)C1=CC=CC=C1)C1=C(NC2=CC=CC=C12)C)=O (3,5-bis(2-methyl-3-indolyl)-5-(2-phenyl-3-indolyl)-2(5H)-furanone). The yield is 4.9%. RXN SMILES: [CH3:1][C:2]1[NH:3][C:4]2[C:9]([C:10]=1[CH:11]([CH2:15][C:16]([C:18]1[C:26]3[C:21](=[CH:22][CH:23]=[CH:24][CH:25]=3)[NH:20][C:19]=1[CH3:27])=O)[C:12]([OH:14])=[O:13])=[CH:8][CH:7]=[CH:6][CH:5]=2.[C:28]1([C:34]2[NH:35][C:36]3[C:41]([CH:42]=2)=[CH:40][CH:39]=[CH:38][CH:37]=3)[CH:33]=[CH:32][CH:31]=[CH:30][CH:29]=1.ClC1C=CC(CN2C3C(=CC([N+]([O-])=O)=CC=3)C(C3C(=O)OC(C4C5C(=CC=C([N+]([O-])=O)C=5)N(CC5C=CC(Cl)=CC=5)C=4C)(C4C5C(=CC=C([N+]([O-])=O)C=5)N(CC5C=CC(Cl)=CC=5)C=4C)C=3)=C2C)=CC=1>>[CH3:1][C:2]1[NH:3][C:4]2[C:9]([C:10]=1[C:11]1[C:12](=[O:14])[O:13][C:16]([C:18]3[C:26]4[C:21](=[CH:22][CH:23]=[CH:24][CH:25]=4)[NH:20][C:19]=3[CH3:27])([C:42]3[C:41]4[C:36](=[CH:37][CH:38]=[CH:39][CH:40]=4)[NH:35][C:34]=3[C:28]3[CH:33]=[CH:32][CH:31]=[CH:30][CH:29]=3)[CH:15]=1)=[CH:8][CH:7]=[CH:6][CH:5]=2. Procedure details: Following a procedure similar to that described in Example 3, part B above, 3.6 g (0.01 mole) of 2,4-bis(2-methyl-3-indolyl)-4-oxobutanoic acid (described above in Example 10, part A) and 2.12 g (0.01 mole) of 2-phenylindole were interacted to obtain 0.26 g of 3,5-bis(2-methyl-3-indolyl)-5-(2-phenyl-3-indolyl)-2(5H)-furanone (Formula III: R=R2 =Y=Y1 =H; R1 =CH3 ; R3 =C6H5), a pale blue-colored powder which melted in the range of 204°-215° C. Starting materials: CCN=C=NCCCN(C)C, CCN(C(C)C)C(C)C, CCOC(=O)C1CCOc2cc(Oc3ccc(C(=O)O)cc3)c(Cl)cc21, Cl, NCCc1ccc(SC(F)(F)F)cc1, CN(C)C=O, On1nnc2cccnc21. The product is CCOC(=O)C1CCOc2cc(Oc3ccc(C(=O)NCCc4ccc(SC(F)(F)F)cc4)cc3)c(Cl)cc21. RXN SMILES: [CH3:42][N:43]([CH3:44])[CH2:45][CH2:46][CH2:47][N:48]=[C:49]=[N:50][CH2:51][CH3:52].[CH:63]([N:64]([CH2:65][CH3:66])[CH:67]([CH3:68])[CH3:69])([CH3:70])[CH3:71].[Cl:1][c:2]1[cH:3][c:4]2[c:9]([cH:10][c:11]1[O:12][c:13]1[cH:14][cH:15][c:16]([C:17](=[O:18])[OH:19])[cH:20][cH:21]1)[O:8][CH2:7][CH2:6][CH:5]2[C:22](=[O:23])[O:24][CH2:25][CH3:26].[ClH:41].[F:27][C:28]([S:29][c:30]1[cH:31][cH:32][c:33]([CH2:36][CH2:37][NH2:38])[cH:34][cH:35]1)([F:39])[F:40].[O:72]=[CH:73][N:74]([CH3:75])[CH3:76].[OH:53][n:54]1[c:55]2[n:56][cH:57][cH:58][cH:59][c:60]2[n:61][n:62]1>>[Cl:1][c:2]1[cH:3][c:4]2[c:9]([cH:10][c:11]1[O:12][c:13]1[cH:14][cH:15][c:16]([C:17](=[O:18])[NH:38][CH2:37][CH2:36][c:33]3[cH:32][cH:31][c:30]([S:29][C:28]([F:27])([F:39])[F:40])[cH:35][cH:34]3)[cH:20][cH:21]1)[O:8][CH2:7][CH2:6][CH:5]2[C:22](=[O:23])[O:24][CH2:25][CH3:26]. Reactants: NCC1CCCCC1, NCCc1ccc(Cl)cc1, O=C(O)c1ccccc1CN1C(=O)C2(COc3cc4c(cc32)CCO4)c2ccccc21. As a reaction SMILES: [CH:11]1([CH2:12][NH2:13])[CH2:14][CH2:15][CH2:16][CH2:17][CH2:18]1.[Cl:1][c:2]1[cH:3][cH:4][c:5]([CH2:8][CH2:9][NH2:10])[cH:6][cH:7]1.[O:19]=[C:20]1[N:21]([CH2:40][c:41]2[c:42]([C:43](=[O:44])[OH:45])[cH:46][cH:47][cH:48][cH:49]2)[c:22]2[cH:23][cH:24][cH:25][cH:26][c:27]2[C:28]12[c:29]1[c:30]([cH:33][c:34]3[c:38]([cH:39]1)[CH2:37][CH2:36][O:35]3)[O:31][CH2:32]2>>[Cl:1][c:2]1[cH:3][cH:4][c:5]([CH2:8][CH2:9][NH:10][C:43]([c:42]2[c:41]([CH2:40][N:21]3[C:20](=[O:19])[C:28]4([c:27]5[c:22]3[cH:23][cH:24][cH:25][cH:26]5)[c:29]3[c:30]([cH:33][c:34]5[c:38]([cH:39]3)[CH2:37][CH2:36][O:35]5)[O:31][CH2:32]4)[cH:49][cH:48][cH:47][cH:46]2)=[O:44])[cH:6][cH:7]1. The product is O=C(NCCc1ccc(Cl)cc1)c1ccccc1CN1C(=O)C2(COc3cc4c(cc32)CCO4)c2ccccc21. Reactants: C[Si](C)(C)[N-][Si](C)(C)C, COc1cc2c(Cl)ncnc2cc1OCCCN1CCN(C)CC1=O, COCC#Cc1cc(Cl)c(N)c2c1OCO2, [Na+], CN(C)C=O. Product: COCC#Cc1cc(Cl)c(Nc2ncnc3cc(OCCCN4CCN(C)CC4=O)c(OC)cc23)c2c1OCO2. As a reaction SMILES: [CH3:42][Si:43]([N-:44][Si:45]([CH3:46])([CH3:47])[CH3:48])([CH3:49])[CH3:50].[Cl:1][c:2]1[n:3][cH:4][n:5][c:6]2[cH:7][c:8]([O:14][CH2:15][CH2:16][CH2:17][N:18]3[C:19](=[O:25])[CH2:20][N:21]([CH3:24])[CH2:22][CH2:23]3)[c:9]([O:12][CH3:13])[cH:10][c:11]12.[Cl:26][c:27]1[c:28]([NH2:41])[c:29]2[c:30]([c:34]([C:36]#[C:37][CH2:38][O:39][CH3:40])[cH:35]1)[O:31][CH2:32][O:33]2.[Na+:51].[O:52]=[CH:53][N:54]([CH3:55])[CH3:56]>>[c:2]1([NH:41][c:28]2[c:27]([Cl:26])[cH:35][c:34]([C:36]#[C:37][CH2:38][O:39][CH3:40])[c:30]3[c:29]2[O:33][CH2:32][O:31]3)[n:3][cH:4][n:5][c:6]2[cH:7][c:8]([O:14][CH2:15][CH2:16][CH2:17][N:18]3[C:19](=[O:25])[CH2:20][N:21]([CH3:24])[CH2:22][CH2:23]3)[c:9]([O:12][CH3:13])[cH:10][c:11]12.